From a dataset of the Open Reaction Database (ORD), a public repository of structured organic reaction records. describe an organic reaction: reactants, conditions, products, and yield The product is C1(CCCCC1)CCC[C@H](CC(=O)OC(C)(C)C)C1=NC(=NO1)C(=O)N1CCC(CC1)C1=CC=NC=C1 (tert-Butyl (3R)-6-cyclohexyl-3-(3-{[4-(4-pyridinyl)-1-piperidinyl]carbonyl}-1,2,4-oxadiazol-5-yl)hexanoate). Reactants: C(C)(C)(C)OC(C[C@@H](CCCC1CCCCC1)C1=NC(=NO1)C(=O)OCC)=O (ethyl 5-{(1R)-1 -[2-(tert-butoxy)-2-oxoethyl]4-cyclohexylbutyl}-1,2,4-oxadiazole-3-carboxylate), N1=CC=C(C=C1)C1CCNCC1 (4-(4-pyridinyl)piperidine), N1=CC=C(C=C1)C1CCNCC1 (4-(4-pyridinyl)piperidine). The yield is 60.1%. As a reaction SMILES: [C:1]([O:5][C:6](=[O:28])[CH2:7][C@H:8]([C:18]1[O:22][N:21]=[C:20]([C:23](OCC)=[O:24])[N:19]=1)[CH2:9][CH2:10][CH2:11][CH:12]1[CH2:17][CH2:16][CH2:15][CH2:14][CH2:13]1)([CH3:4])([CH3:3])[CH3:2].[N:29]1[CH:34]=[CH:33][C:32]([CH:35]2[CH2:40][CH2:39][NH:38][CH2:37][CH2:36]2)=[CH:31][CH:30]=1>C(O)C>[CH:12]1([CH2:11][CH2:10][CH2:9][C@@H:8]([C:18]2[O:22][N:21]=[C:20]([C:23]([N:38]3[CH2:39][CH2:40][CH:35]([C:32]4[CH:31]=[CH:30][N:29]=[CH:34][CH:33]=4)[CH2:36][CH2:37]3)=[O:24])[N:19]=2)[CH2:7][C:6]([O:5][C:1]([CH3:2])([CH3:3])[CH3:4])=[O:28])[CH2:13][CH2:14][CH2:15][CH2:16][CH2:17]1. Procedure details: A solution of ethyl 5-{(1R)-1 -[2-(tert-butoxy)-2-oxoethyl]4-cyclohexylbutyl}-1,2,4-oxadiazole-3-carboxylate (Preparation 3) (0.50 g, 1.27 mmol) in ethanol (10 ml) was treated with 4-(4-pyridinyl)piperidine (Monatsh.Chem.; 3; 1882; 867) (0.41 g, 2.54 mmol) and the resulting mixture was heated under reflux under a nitrogen atmosphere for 72 hours. Further 4-(4-pyridinyl)piperidine (0.21 g, 1.27 mmol) was added and the mixture heated under reflux for 24 hours. The solvent was removed under reduced... Run in C(C)O (ethanol). Reactants: BrC=1C=CC2=C(C=C(CCO2)C(=O)OCC)C1 (ethyl 7-bromo-2,3-dihydro-1-benzoxepine-4-carboxylate), B(OC1=CC=C(C=C1)OCC)([O-])[O-] (4-ethoxyphenyl borate), C([O-])([O-])=O.[K+].[K+] (potassium carbonate). Reagents/catalysts: C=1C=CC(=CC1)[P](C=2C=CC=CC2)(C=3C=CC=CC3)[Pd]([P](C=4C=CC=CC4)(C=5C=CC=CC5)C=6C=CC=CC6)([P](C=7C=CC=CC7)(C=8C=CC=CC8)C=9C=CC=CC9)[P](C=1C=CC=CC1)(C=1C=CC=CC1)C=1C=CC=CC1 (tetrakistriphenylphosphinepalladium). Run in C=1(C(=CC=CC1)CCO)C.O (toluene-ethanol water). The product is C(C)OC1=CC=C(C=C1)C=1C=CC2=C(C=C(CCO2)C(=O)OCC)C1 (ethyl 7-(4-ethoxyphenyl)-2,3-dihydro-1-benzoxepine-4-carboxylate). The yield is 81.5%. As a reaction SMILES: Br[C:2]1[CH:3]=[CH:4][C:5]2[O:11][CH2:10][CH2:9][C:8]([C:12]([O:14][CH2:15][CH3:16])=[O:13])=[CH:7][C:6]=2[CH:17]=1.B([O-])([O-])O[C:20]1[CH:25]=[CH:24][C:23]([O:26][CH2:27][CH3:28])=[CH:22][CH:21]=1.C(=O)([O-])[O-].[K+].[K+]>C1(C)C(CCO)=CC=CC=1.O.C1C=CC([P]([Pd]([P](C2C=CC=CC=2)(C2C=CC=CC=2)C2C=CC=CC=2)([P](C2C=CC=CC=2)(C2C=CC=CC=2)C2C=CC=CC=2)[P](C2C=CC=CC=2)(C2C=CC=CC=2)C2C=CC=CC=2)(C2C=CC=CC=2)C2C=CC=CC=2)=CC=1>[CH2:27]([O:26][C:23]1[CH:24]=[CH:25][C:20]([C:2]2[CH:3]=[CH:4][C:5]3[O:11][CH2:10][CH2:9][C:8]([C:12]([O:14][CH2:15][CH3:16])=[O:13])=[CH:7][C:6]=3[CH:17]=2)=[CH:21][CH:22]=1)[CH3:28] |f:2.3.4,5.6,^1:51,53,72,91|. Reported procedure: Under argon atmosphere, to a solution of 4-bromophenetole (26.4 g) in tetrahydrofuran (200 ml) was dropwise added n-butyl-lithium (1.6M, hexane solution) (90.3 ml) at −78° C. for 50 minutes, and the mixture was stirred for 30 minutes. To the reaction mixture was dropwise added a solution of trimethyl borate (40.8 g) in tetrahydrofuran (40 ml) for 30 minutes, and the mixture was stirred for 30 minutes, warmed to room temperature, and further stirred for 1.5 hours. To the reaction mixture was adde... The reactants are CNCCCC(C#N)(c1cc(OC)cc(OC)c1)C(C)C, CC(=O)NCCCCl, Cc1ccccc1, COc1cc(OC)cc(C(C#N)C(C)C)c1, Cl, O=CCc1cccc(C(F)(F)F)c1, [H-], [Na+]. Product: COc1cc(OC)cc(C(C#N)(CCCN(C)CCc2cccc(C(F)(F)F)c2)C(C)C)c1. RXN SMILES: [CH3:1][O:2][c:3]1[cH:4][c:5]([C:11]([C:12]#[N:13])([CH2:14][CH2:15][CH2:16][NH:17][CH3:18])[CH:19]([CH3:20])[CH3:21])[cH:6][c:7]([O:9][CH3:10])[cH:8]1.[CH3:38][C:39]([NH:40][CH2:41][CH2:42][CH2:43][Cl:44])=[O:45].[CH3:62][c:63]1[cH:64][cH:65][cH:66][cH:67][cH:68]1.[CH:22]([CH:23]([c:24]1[cH:25][c:26]([O:27][CH3:28])[cH:29][c:30]([O:31][CH3:32])[cH:33]1)[C:34]#[N:35])([CH3:36])[CH3:37].[ClH:48].[F:49][C:50]([c:51]1[cH:52][c:53]([CH2:57][CH:58]=[O:59])[cH:54][cH:55][cH:56]1)([F:60])[F:61].[H-:46].[Na+:47]>>[CH3:1][O:2][c:3]1[cH:4][c:5]([C:11]([C:12]#[N:13])([CH2:14][CH2:15][CH2:16][N:17]([CH3:18])[CH2:58][CH2:57][c:53]2[cH:52][c:51]([C:50]([F:49])([F:60])[F:61])[cH:56][cH:55][cH:54]2)[CH:19]([CH3:20])[CH3:21])[cH:6][c:7]([O:9][CH3:10])[cH:8]1. Reactants: COCCOCOc1c(C(C)(C)C)cc(C=CC=CC(=O)NCCN2CCC(c3c[nH]c4ccccc34)CC2)cc1C(C)(C)C, O=C([O-])O, CS(=O)(=O)O, CO, [Na+]. Yields the product CC(C)(C)c1cc(C=CC=CC(=O)NCCN2CCC(c3c[nH]c4ccccc34)CC2)cc(C(C)(C)C)c1O. Reaction SMILES: [C:1]([CH3:2])([CH3:3])([CH3:4])[c:5]1[cH:6][c:7]([CH:22]=[CH:23][CH:24]=[CH:25][C:26](=[O:27])[NH:28][CH2:29][CH2:30][N:31]2[CH2:32][CH2:33][CH:34]([c:37]3[cH:38][nH:39][c:40]4[cH:41][cH:42][cH:43][cH:44][c:45]34)[CH2:35][CH2:36]2)[cH:8][c:9]([C:18]([CH3:19])([CH3:20])[CH3:21])[c:10]1[O:11][CH2:12][O:13][CH2:14][CH2:15][O:16][CH3:17].[C:51](=[O:52])([OH:53])[O-:54].[CH3:46][S:47](=[O:48])(=[O:49])[OH:50].[CH3:56][OH:57].[Na+:55]>>[C:1]([CH3:2])([CH3:3])([CH3:4])[c:5]1[cH:6][c:7]([CH:22]=[CH:23][CH:24]=[CH:25][C:26](=[O:27])[NH:28][CH2:29][CH2:30][N:31]2[CH2:32][CH2:33][CH:34]([c:37]3[cH:38][nH:39][c:40]4[cH:41][cH:42][cH:43][cH:44][c:45]34)[CH2:35][CH2:36]2)[cH:8][c:9]([C:18]([CH3:19])([CH3:20])[CH3:21])[c:10]1[OH:11]. Yields the product Cc1ccn2nc(S(=O)(=O)Nc3c(F)cccc3F)nc2n1. As a reaction SMILES: [CH3:10][c:11]1[n:12][c:13]2[n:14]([cH:15][cH:16]1)[n:17][c:18]([S:20](=[O:21])(=[O:22])[Cl:23])[n:19]2.[F:1][c:2]1[c:3]([NH2:4])[c:5]([F:9])[cH:6][cH:7][cH:8]1.[cH:24]1[cH:25][cH:26][n:27][cH:28][cH:29]1>>[F:1][c:2]1[c:3]([NH:4][S:20]([c:18]2[n:17][n:14]3[c:13]([n:12][c:11]([CH3:10])[cH:16][cH:15]3)[n:19]2)(=[O:21])=[O:22])[c:5]([F:9])[cH:6][cH:7][cH:8]1. Reactants: Cc1ccn2nc(S(=O)(=O)Cl)nc2n1, Nc1c(F)cccc1F, c1ccncc1. The reactants are ClC1=C(N(C2=CC=C(C=C12)NC(=O)C=1C(=CC=CC1)C1=CC=C(C=C1)C(F)(F)F)C)C=O (4′-Trifluoromethyl-biphenyl-2-carboxylic acid (3-chloro-2-formyl-1-methyl-1H-indol-5-yl)-amide), C(=O)(O)[O-].[Na+] (NaHCO3), Cl.C(C)NC([C@@H](N)C1=CC=CC=C1)=O ((S)-N-ethyl-2-phenylglycinamide hydrochloride salt), [BH-](OC(=O)C)(OC(=O)C)OC(=O)C.[Na+] (NaB(OAc)3H). The reagents and catalysts are C(C)(=O)O (acetic acid). The solvent is C(Cl)(Cl)Cl (CHCl3), C(Cl)Cl (CH2Cl2). Conditions: time 20 minute. Product: C(C)NC(C(C1=CC=CC=C1)NC(=O)C=1N(C2=CC=C(C=C2C1Cl)NC(=O)C=1C(=CC=CC1)C1=CC=C(C=C1)C(F)(F)F)C)=O (3-chloro-1-methyl-5-[(4′-trifluoromethyl-biphenyl-2-carbonyl)-amino]-1H-indole-2-carboxylic acid[2-(ethylamino)-2-oxo-1-phenylethyl]amide). Isolated yield 78.2%. Reaction SMILES: [Cl:1][C:2]1[C:10]2[C:5](=[CH:6][CH:7]=[C:8]([NH:11][C:12]([C:14]3[C:15]([C:20]4[CH:25]=[CH:24][C:23]([C:26]([F:29])([F:28])[F:27])=[CH:22][CH:21]=4)=[CH:16][CH:17]=[CH:18][CH:19]=3)=[O:13])[CH:9]=2)[N:4]([CH3:30])[C:3]=1[CH:31]=[O:32].Cl.[CH2:34]([NH:36][C:37](=[O:46])[C@H:38]([C:40]1[CH:45]=[CH:44][CH:43]=[CH:42][CH:41]=1)[NH2:39])[CH3:35].[BH-](OC(C)=O)(OC(C)=O)OC(C)=O.[Na+].C([O-])(O)=O.[Na+]>C(O)(=O)C.C(Cl)Cl.C(Cl)(Cl)Cl>[CH2:34]([NH:36][C:37](=[O:46])[CH:38]([NH:39][C:31]([C:3]1[N:4]([CH3:30])[C:5]2[C:10]([C:2]=1[Cl:1])=[CH:9][C:8]([NH:11][C:12]([C:14]1[C:15]([C:20]3[CH:25]=[CH:24][C:23]([C:26]([F:28])([F:27])[F:29])=[CH:22][CH:21]=3)=[CH:16][CH:17]=[CH:18][CH:19]=1)=[O:13])=[CH:7][CH:6]=2)=[O:32])[C:40]1[CH:45]=[CH:44][CH:43]=[CH:42][CH:41]=1)[CH3:35] |f:1.2,3.4,5.6|. Reported procedure: The product from step (b) (407.5 mg, 0.892 mmol), (S)-N-ethyl-2-phenylglycinamide hydrochloride salt (316.3 mg, 1.47 mmol) and acetic acid (10 drops) were suspended in CH2Cl2 (25 mL), and the reaction mixture was stirred at room temperature for 20 min. NaB(OAc)3H (2.1 eq) was then added, and the reaction mixture was stirred at 50° C. for 5.5 h. Saturated NaHCO3 (8 mL) and CHCl3 (12 mL) were then added, and the organic layer was washed with water (6 mL), and then concentrated in vacuo. The produc... Reactants: [Li]CCCC, CCCCCC, Clc1ccc2cc[nH]c2c1, C1CCOC1, O, O=S(=O)(Cl)c1ccccc1. The product is O=S(=O)(c1ccccc1)n1ccc2ccc(Cl)cc21. RXN SMILES: [CH2:1]([Li:2])[CH2:3][CH2:4][CH3:5].[CH3:6][CH2:7][CH2:8][CH2:9][CH2:10][CH3:11].[Cl:12][c:13]1[cH:14][cH:15][c:16]2[cH:17][cH:18][nH:19][c:20]2[cH:21]1.[O:32]1[CH2:33][CH2:34][CH2:35][CH2:36]1.[OH2:37].[c:22]1([S:28](=[O:29])(=[O:30])[Cl:31])[cH:23][cH:24][cH:25][cH:26][cH:27]1>>[Cl:12][c:13]1[cH:14][cH:15][c:16]2[cH:17][cH:18][n:19]([S:28]([c:22]3[cH:23][cH:24][cH:25][cH:26][cH:27]3)(=[O:29])=[O:30])[c:20]2[cH:21]1.